Task: describe an organic reaction: reactants, conditions, products, and yield. Dataset: the Open Reaction Database (ORD), a public repository of structured organic reaction records Reactants: COC(C1=CC(=C(C(=C1)F)O)Br)=O (3-Bromo-5-fluoro-4-hydroxybenzoic acid methyl ester), C([O-])([O-])=O.[K+].[K+] (potassium carbonate), C(C)(=O)OCCBr (2-bromoethyl acetate). Solvent: CN(C)C=O (DMF). Yields the product COC(C1=CC(=C(C(=C1)F)OCCOC(C)=O)Br)=O (4-(2-Acetoxy-ethoxy)-3-bromo-5-fluoro-benzoic acid methyl ester). As a reaction SMILES: [CH3:1][O:2][C:3](=[O:13])[C:4]1[CH:9]=[C:8]([F:10])[C:7]([OH:11])=[C:6]([Br:12])[CH:5]=1.C(=O)([O-])[O-].[K+].[K+].[C:20]([O:23][CH2:24][CH2:25]Br)(=[O:22])[CH3:21]>CN(C=O)C>[CH3:1][O:2][C:3](=[O:13])[C:4]1[CH:9]=[C:8]([F:10])[C:7]([O:11][CH2:25][CH2:24][O:23][C:20](=[O:22])[CH3:21])=[C:6]([Br:12])[CH:5]=1 |f:1.2.3|. Procedure details: 3-Bromo-5-fluoro-4-hydroxybenzoic acid methyl ester (500 mg, 2.01 mmol; T. Kline et al., J. Med. Chem. 45 (2002), 3112-3129), potassium carbonate (971 mg, 7.03 mmol) and 2-bromoethyl acetate (503 mg, 3.01 mmol) were reacted in DMF (5 ml) at room temperature for 72 h. Then the mixture was partitioned between EA and 2 N hydrochloric acid, and the combined organic extracts were dried over sodium chloride, decanted and evaporated to dryness. The raw material was purified by silica gel chromatography... Reactants: Cl.BrC1=C(C=C(C=C1)C1=CC=CC=C1)NN ((4-bromo-[1,1'-biphenyl]-3-yl)hydrazine hydrochloride), [OH-].[Na+] (sodium hydroxide). Conditions: temperature 10 celsius, time 30 minute. Yields the product BrC1=C(C=C(C=C1)C1=CC=CC=C1)NN ((4-bromo-[1,1'-biphenyl]-3-yl)hydrazine). As a reaction SMILES: Cl.[Br:2][C:3]1[CH:8]=[CH:7][C:6]([C:9]2[CH:14]=[CH:13][CH:12]=[CH:11][CH:10]=2)=[CH:5][C:4]=1[NH:15][NH2:16].[OH-].[Na+]>>[Br:2][C:3]1[CH:8]=[CH:7][C:6]([C:9]2[CH:14]=[CH:13][CH:12]=[CH:11][CH:10]=2)=[CH:5][C:4]=1[NH:15][NH2:16] |f:0.1,2.3|. Reported procedure: To the product of Example 4 was added 100 ml of a 10% aqueous sodium hydroxide solution and the mixture was stirred for 30 minutes at 10° C. The mixture was then extracted with ether, dried over sodium sulfate for 2 hours, and evaporated, leaving 3 g of (4-bromo-[1,1'-biphenyl]-3-yl)hydrazine. To 3 g of the hydrazine were added 100 ml of toluene and 1.5 g of pyridine and the resulting mixture was cooled an ice bath. Twelve ml of a 1M solution of isopropyl chloroformate in toluene were added drop... Reactants: Cc1cc(Br)ccc1C(=O)N1CCC(N2CCCC2)CC1, Cc1cc(Br)ccc1C(=O)O, Cc1c(Br)cccc1C(=O)N1CCC(N2CCCC2)CC1, OB(O)c1cccc(OC(F)(F)F)c1, C1CCN(C2CCNCC2)C1. Yields the product Cc1cc(-c2cccc(OC(F)(F)F)c2)ccc1C(=O)N1CCC(N2CCCC2)CC1. As a reaction SMILES: [Br:1][c:2]1[cH:3][c:4]([CH3:21])[c:5]([C:8](=[O:9])[N:10]2[CH2:11][CH2:12][CH:13]([N:16]3[CH2:17][CH2:18][CH2:19][CH2:20]3)[CH2:14][CH2:15]2)[cH:6][cH:7]1.[Br:22][c:23]1[cH:24][cH:25][c:26]([C:27]([OH:28])=[O:29])[c:30]([CH3:31])[cH:32]1.[Br:44][c:45]1[c:46]([CH3:47])[c:48]([C:49]([N:50]2[CH2:51][CH2:52][CH:53]([N:54]3[CH2:55][CH2:56][CH2:57][CH2:58]3)[CH2:59][CH2:60]2)=[O:61])[cH:62][cH:63][cH:64]1.[F:65][C:66]([O:67][c:68]1[cH:69][c:70]([B:74]([OH:75])[OH:76])[cH:71][cH:72][cH:73]1)([F:77])[F:78].[N:33]1([CH:34]2[CH2:35][CH2:36][NH:37][CH2:38][CH2:39]2)[CH2:40][CH2:41][CH2:42][CH2:43]1>>[c:2]1(-[c:70]2[cH:69][c:68]([O:67][C:66]([F:65])([F:77])[F:78])[cH:73][cH:72][cH:71]2)[cH:3][c:4]([CH3:21])[c:5]([C:8](=[O:9])[N:10]2[CH2:11][CH2:12][CH:13]([N:16]3[CH2:17][CH2:18][CH2:19][CH2:20]3)[CH2:14][CH2:15]2)[cH:6][cH:7]1. Starting materials: C(C)(C)(C)OC(NC1=C(C=C(C(=C1)C=C)C(F)(F)F)NC(CC(C1=CC(=CC=C1)C=1C=NC=CC1)=O)=O)=O ({2-[3-oxo-3-(3-pyridin-3-yl-phenyl)-propionylamino]-4-trifluoromethyl-5-vinyl-phenyl}-carbamic acid tert-butyl ester), C(=O)(C(F)(F)F)O (TFA). Solvent: C(Cl)Cl (CH2Cl2). The product is N1=CC(=CC=C1)C=1C=C(C=CC1)C1=NC2=C(NC(C1)=O)C=C(C(=C2)C=C)C(F)(F)F (4-(3-Pyridin-3-yl-phenyl)-8-trifluoromethyl-7-vinyl-1,3-dihydro-benzo[b][1,4]diazepin-2-one), solid. Isolated yield 60.0%. As a reaction SMILES: C(OC(=O)[NH:7][C:8]1[CH:13]=[C:12]([CH:14]=[CH2:15])[C:11]([C:16]([F:19])([F:18])[F:17])=[CH:10][C:9]=1[NH:20][C:21](=[O:37])[CH2:22][C:23](=O)[C:24]1[CH:29]=[CH:28][CH:27]=[C:26]([C:30]2[CH:31]=[N:32][CH:33]=[CH:34][CH:35]=2)[CH:25]=1)(C)(C)C.C(O)(C(F)(F)F)=O>C(Cl)Cl>[N:32]1[CH:33]=[CH:34][CH:35]=[C:30]([C:26]2[CH:25]=[C:24]([C:23]3[CH2:22][C:21](=[O:37])[NH:20][C:9]4[CH:10]=[C:11]([C:16]([F:17])([F:18])[F:19])[C:12]([CH:14]=[CH2:15])=[CH:13][C:8]=4[N:7]=3)[CH:29]=[CH:28][CH:27]=2)[CH:31]=1. Reported procedure: The title compound was prepared from {2-[3-oxo-3-(3-pyridin-3-yl-phenyl)-propionylamino]-4-trifluoromethyl-5-vinyl-phenyl}-carbamic acid tert-butyl ester (Example M194) (273 mg, 0.52 mmol) by treatment with TFA in CH2Cl2 according to the general procedure N. Obtained as a white solid (127 mg, 60%). Reactants: COc1ccccc1COCCCOc1ccc(C2CCN(C(=O)OC(C)(C)C)CC2OCc2cccc([N+](=O)[O-])c2)cc1, C1CCOC1. Product: COc1ccccc1COCCCOc1ccc(C2CCN(C(=O)OC(C)(C)C)CC2OCc2cccc(N)c2)cc1. Reaction SMILES: [CH3:1][O:2][c:3]1[c:4]([CH2:5][O:6][CH2:7][CH2:8][CH2:9][O:10][c:11]2[cH:12][cH:13][c:14]([CH:17]3[CH:18]([O:30][CH2:31][c:32]4[cH:33][c:34]([N+:38]([O-:39])=[O:40])[cH:35][cH:36][cH:37]4)[CH2:19][N:20]([C:23](=[O:24])[O:25][C:26]([CH3:27])([CH3:28])[CH3:29])[CH2:21][CH2:22]3)[cH:15][cH:16]2)[cH:41][cH:42][cH:43][cH:44]1.[O:45]1[CH2:46][CH2:47][CH2:48][CH2:49]1>>[CH3:1][O:2][c:3]1[c:4]([CH2:5][O:6][CH2:7][CH2:8][CH2:9][O:10][c:11]2[cH:12][cH:13][c:14]([CH:17]3[CH:18]([O:30][CH2:31][c:32]4[cH:33][c:34]([NH2:38])[cH:35][cH:36][cH:37]4)[CH2:19][N:20]([C:23](=[O:24])[O:25][C:26]([CH3:27])([CH3:28])[CH3:29])[CH2:21][CH2:22]3)[cH:15][cH:16]2)[cH:41][cH:42][cH:43][cH:44]1. The reactants are C(CCC)N1C(C(=C(C2=CC=CN=C12)C1=CC(=CC=C1)OCCCOCC1=CC=CC=C1)NC(=O)NC1=C(C=C(C=C1C(C)C)NC(C1=CC=CC=C1)(C1=CC=CC=C1)C1=CC=CC=C1)C(C)C)=O (N-[1-butyl-4-[3-[3-(benzyloxy)propoxy]phenyl]-1,2-dihydro-2-oxo-1,8-naphthyridin-3-yl]-N′-[2,6-diisopropyl-4-tritylaminophenyl]urea), N (ammonia), Cl (hydrochloric acid). Run in CC(=O)C (acetone), CO (methanol). Conditions: time 14 hour. Product: C(CCC)N1C(C(=C(C2=CC=CN=C12)C1=CC(=CC=C1)OCCCO)NC(=O)NC1=C(C=C(C=C1C(C)C)N)C(C)C)=O (N-[1-butyl-4-[3-[3-(hydroxy)propoxy]phenyl]-1,2-dihydro-2-oxo-1,8-naphthyridin-3-yl]-N′-[2,6-diisopropyl-4-aminophenyl]urea). Isolated yield 90.8%. RXN SMILES: [CH2:1]([N:5]1[C:14]2[C:9](=[CH:10][CH:11]=[CH:12][N:13]=2)[C:8]([C:15]2[CH:20]=[CH:19][CH:18]=[C:17]([O:21][CH2:22][CH2:23][CH2:24][O:25]CC3C=CC=CC=3)[CH:16]=2)=[C:7]([NH:33][C:34]([NH:36][C:37]2[C:42]([CH:43]([CH3:45])[CH3:44])=[CH:41][C:40]([NH:46]C(C3C=CC=CC=3)(C3C=CC=CC=3)C3C=CC=CC=3)=[CH:39][C:38]=2[CH:66]([CH3:68])[CH3:67])=[O:35])[C:6]1=[O:69])[CH2:2][CH2:3][CH3:4].Cl.N>CC(C)=O.CO>[CH2:1]([N:5]1[C:14]2[C:9](=[CH:10][CH:11]=[CH:12][N:13]=2)[C:8]([C:15]2[CH:20]=[CH:19][CH:18]=[C:17]([O:21][CH2:22][CH2:23][CH2:24][OH:25])[CH:16]=2)=[C:7]([NH:33][C:34]([NH:36][C:37]2[C:38]([CH:66]([CH3:68])[CH3:67])=[CH:39][C:40]([NH2:46])=[CH:41][C:42]=2[CH:43]([CH3:45])[CH3:44])=[O:35])[C:6]1=[O:69])[CH2:2][CH2:3][CH3:4]. Reported procedure: To a solution of N-[1-butyl-4-[3-[3-(benzyloxy)propoxy]phenyl]-1,2-dihydro-2-oxo-1,8-naphthyridin-3-yl]-N′-[2,6-diisopropyl-4-tritylaminophenyl]urea (1.60 g, 1.74 mmol) in a mixture of acetone (20 ml) and methanol (20 ml) is added conc. hydrochloric acid (1 ml, 12 mmol) under ice-cooling, and the mixture is stirred at room temperature for 14 hours. The reaction solution is made basic by adding thereto aqueous ammonia under ice-cooling, and extracted with ethyl acetate. The organic layer is washe... Reactants: CN1N=CC=C1C1=CC=C(C=C1)O (4-(1-methyl-1H-pyrazol-5-yl)phenol), FC(S(=O)(=O)OCC(F)(F)F)(F)F (2,2,2-trifluoroethyl trifluoromethanesulfonate), C([O-])([O-])=O.[K+].[K+] (potassium carbonate), C(C)#N (acetonitrile). Run in C(Cl)(Cl)Cl (chloroform). Reaction conditions: temperature 90 celsius, time 2 hour. The product is CN1N=CC=C1C1=CC=C(C=C1)OCC(F)(F)F (1-Methyl-5-[4-(2,2,2-trifluoroethoxy)phenyl]-1H-pyrazole). The yield is 65.9%. Reaction SMILES: [CH3:1][N:2]1[C:6]([C:7]2[CH:12]=[CH:11][C:10]([OH:13])=[CH:9][CH:8]=2)=[CH:5][CH:4]=[N:3]1.FC(F)(F)S(O[CH2:20][C:21]([F:24])([F:23])[F:22])(=O)=O.C(=O)([O-])[O-].[K+].[K+].C(#N)C>C(Cl)(Cl)Cl>[CH3:1][N:2]1[C:6]([C:7]2[CH:12]=[CH:11][C:10]([O:13][CH2:20][C:21]([F:24])([F:23])[F:22])=[CH:9][CH:8]=2)=[CH:5][CH:4]=[N:3]1 |f:2.3.4|. Procedure: A mixture of 4-(1-methyl-1H-pyrazol-5-yl)phenol (500 mg), 2,2,2-trifluoroethyl trifluoromethanesulfonate (999 mg), potassium carbonate (793 g) and acetonitrile (5.0 mL) was stirred at 90° C. for 2 hours. Thereafter, the reaction solution was diluted with chloroform, and insoluble matters were then removed by filtration. The filtrate was concentrated under a reduced pressure, and the residue was then purified by column chromatography (silica gel 60N, chloroform:methanol=100:0 to 98:2), so as to o... Reactants: COC1=CC=C(C2=C1OC1=C2C=CC=C1)CC#N ((4-methoxy-dibenzofuran-1-yl)-acetonitrile), C(C=C)(=O)OC (methyl acrylate). The solvent is C(C)#N (acetonitrile), C(C)(=O)OCC (ethyl acetate). Run at temperature 90 celsius, time 4 hour. The product is COC(CCC(CCC(=O)OC)(C1=CC=C(C=2OC3=C(C21)C=CC=C3)OC)C#N)=O (4-cyano-4-(4-methoxy-dibenzofuran-1-yl)-heptane dioic acid dimethyl ester). Reaction SMILES: [CH3:1][O:2][C:3]1[C:8]2[O:9][C:10]3[CH:15]=[CH:14][CH:13]=[CH:12][C:11]=3[C:7]=2[C:6]([CH2:16][C:17]#[N:18])=[CH:5][CH:4]=1.[C:19]([O:23][CH3:24])(=[O:22])[CH:20]=[CH2:21]>C(#N)C.C(OCC)(=O)C>[CH3:24][O:23][C:19](=[O:22])[CH2:20][CH2:21][C:16]([C:17]#[N:18])([C:6]1[C:7]2[C:11]3[CH:12]=[CH:13][CH:14]=[CH:15][C:10]=3[O:9][C:8]=2[C:3]([O:2][CH3:1])=[CH:4][CH:5]=1)[CH2:21][CH2:20][C:19]([O:23][CH3:24])=[O:22]. Procedure details: To a solution of (4-methoxy-dibenzofuran-1-yl)-acetonitrile (7 g, 0.029 mol) in acetonitrile (200 ml), Triton B (2.7 ml, 0.0147 mol) was added under N2 at RT. The reaction mass was heated to reflux and at reflux temperature methyl acrylate (28.25 ml, 0.295 mol) was added drop wise. The reaction mass was stirred for 4 hrs at 90° C. Once the product is formed, the reaction mass was diluted with ethyl acetate and concentrated under vacuum. 4-cyano-4-(4-methoxy-dibenzofuran-1-yl)-heptane dioic acid ...